Dataset: the Open Reaction Database (ORD), a public repository of structured organic reaction records. Task: describe an organic reaction: reactants, conditions, products, and yield Reactants: CCN=C=NCCCN(C)C, CN(C)C=O, Cl, CCOP(=O)(Cc1ccc(N)cc1)OCC, O, O, On1nnc2ccccc21, O=C(O)C=Cc1cnoc1-c1ccccc1. Yields the product CCOP(=O)(Cc1ccc(NC(=O)C=Cc2cnoc2-c2ccccc2)cc1)OCC. RXN SMILES: [CH2:45]([N:46]=[C:47]=[N:48][CH2:49][CH2:50][CH2:51][N:52]([CH3:53])[CH3:54])[CH3:55].[CH3:57][N:58]([CH3:59])[CH:60]=[O:61].[ClH:44].[NH2:1][c:2]1[cH:3][cH:4][c:5]([CH2:6][P:7]([O:8][CH2:9][CH3:10])([O:11][CH2:12][CH3:13])=[O:14])[cH:15][cH:16]1.[OH2:33].[OH2:56].[OH:34][n:35]1[c:36]2[cH:37][cH:38][cH:39][cH:40][c:41]2[n:42][n:43]1.[c:17]1(-[c:23]2[c:24]([CH:28]=[CH:29][C:30](=[O:31])[OH:32])[cH:25][n:26][o:27]2)[cH:18][cH:19][cH:20][cH:21][cH:22]1>>[NH:1]([c:2]1[cH:3][cH:4][c:5]([CH2:6][P:7]([O:8][CH2:9][CH3:10])([O:11][CH2:12][CH3:13])=[O:14])[cH:15][cH:16]1)[C:30]([CH:29]=[CH:28][c:24]1[c:23](-[c:17]2[cH:18][cH:19][cH:20][cH:21][cH:22]2)[o:27][n:26][cH:25]1)=[O:31].